The task is: describe an organic reaction: reactants, conditions, products, and yield. This data is from the Open Reaction Database (ORD), a public repository of structured organic reaction records. Starting materials: FC=1C=C(CNC(=O)C2=NC(=NC(=C2)C=NO)C)C=CC1F (N-(3,4-difluorobenzyl)-6-((hydroxyimino)methyl)-2-methylpyrimidine-4-carboxamide), CN1C(C=CC(=C1)C=C)=O (1-methyl-5-vinylpyridin-2(1H)-one), Cl[O-].[Na+] (sodium hypochlorite). Solvent: O (water), C(Cl)Cl (DCM). Reaction conditions: time 30 minute. Yields the product FC=1C=C(CNC(=O)C2=NC(=NC(=C2)C2=NOC(C2)C2=CN(C(C=C2)=O)C)C)C=CC1F (N-(3,4-difluorobenzyl)-2-methyl-6-(5-(1-methyl-6-oxo-1,6-dihydropyridin-3-yl)-4,5-dihydroisoxazol-3-yl)pyrimidine-4-carboxamide). The yield is 15.4%. As a reaction SMILES: [F:1][C:2]1[CH:3]=[C:4]([CH:19]=[CH:20][C:21]=1[F:22])[CH2:5][NH:6][C:7]([C:9]1[CH:14]=[C:13]([CH:15]=[N:16][OH:17])[N:12]=[C:11]([CH3:18])[N:10]=1)=[O:8].[CH3:23][N:24]1[CH:29]=[C:28]([CH:30]=[CH2:31])[CH:27]=[CH:26][C:25]1=[O:32].Cl[O-].[Na+]>C(Cl)Cl.O>[F:1][C:2]1[CH:3]=[C:4]([CH:19]=[CH:20][C:21]=1[F:22])[CH2:5][NH:6][C:7]([C:9]1[CH:14]=[C:13]([C:15]2[CH2:31][CH:30]([C:28]3[CH:27]=[CH:26][C:25](=[O:32])[N:24]([CH3:23])[CH:29]=3)[O:17][N:16]=2)[N:12]=[C:11]([CH3:18])[N:10]=1)=[O:8] |f:2.3|. Procedure: To a solution of N-(3,4-difluorobenzyl)-6-((hydroxyimino)methyl)-2-methylpyrimidine-4-carboxamide (13.60 g, 44.4 mmol, Preparation #A.1.2) and 1-methyl-5-vinylpyridin-2(1H)-one (6 g, 44.4 mmol, Preparation #F.1.13) in DCM (150 mL) was added 9% aqueous sodium hypochlorite solution (80 mL, 1296 mmol, Avra labs) drop wise at 10-15° C. for about 30 min. Reaction mixture was allowed to stir for another 15-30 min, diluted the reaction mixture with water (100 mL) and the product extracted with DCM (2×1...